This data is from the Open Reaction Database (ORD), a public repository of structured organic reaction records. The task is: describe an organic reaction: reactants, conditions, products, and yield Starting materials: COC=1C=C(CC2N(CCCC3=C2C=C(C(=C3)OC)OC)C(C(=O)O)C3=CC=CC=C3)C=CC1OC ([1-(3,4-dimethoxy-benzyl)-7,8-dimethoxy-1,3,4,5-tetrahydro-benzo[c]azepin-2-yl]-phenyl-acetic acid), C1(CCCC1)N (cyclopentylamine). Yields the product C1(CCCC1)NC(C(C1=CC=CC=C1)N1C(C2=C(CCC1)C=C(C(=C2)OC)OC)CC2=CC(=C(C=C2)OC)OC)=O (N-Cyclopentyl-2-[1-(3,4dimethoxy-benzyl)-7,8-dimethoxy-1,3,4,5-tetrahydro-benzo[c]azepin-2-yl]-2-phenyl-acetamide). As a reaction SMILES: [CH3:1][O:2][C:3]1[CH:4]=[C:5]([CH:32]=[CH:33][C:34]=1[O:35][CH3:36])[CH2:6][CH:7]1[C:13]2[CH:14]=[C:15]([O:20][CH3:21])[C:16]([O:18][CH3:19])=[CH:17][C:12]=2[CH2:11][CH2:10][CH2:9][N:8]1[CH:22]([C:26]1[CH:31]=[CH:30][CH:29]=[CH:28][CH:27]=1)[C:23](O)=[O:24].[CH:37]1([NH2:42])[CH2:41][CH2:40][CH2:39][CH2:38]1>>[CH:37]1([NH:42][C:23](=[O:24])[CH:22]([N:8]2[CH2:9][CH2:10][CH2:11][C:12]3[CH:17]=[C:16]([O:18][CH3:19])[C:15]([O:20][CH3:21])=[CH:14][C:13]=3[CH:7]2[CH2:6][C:5]2[CH:32]=[CH:33][C:34]([O:35][CH3:36])=[C:3]([O:2][CH3:1])[CH:4]=2)[C:26]2[CH:31]=[CH:30][CH:29]=[CH:28][CH:27]=2)[CH2:41][CH2:40][CH2:39][CH2:38]1. Procedure details: prepared by reaction of [1-(3,4-dimethoxy-benzyl)-7,8-dimethoxy-1,3,4,5-tetrahydro-benzo[c]azepin-2-yl]-phenyl-acetic acid with cyclopentylamine. The reactants are 10, OCCNC1=C(C(=O)OC)C=CC=C1 (methyl 2-[(2-hydroxyethyl)amino]benzoate), C(C)(=O)O (acetic acid), [O-]C#N.[K+] (potassium cyanate). The solvent is O (water). Conditions: time 8 hour. Product: OCCN1C(NC(C2=CC=CC=C12)=O)=O (1-(2-hydroxyethyl)-2,4(1H,3H)-quinazolinedione). Yield: 48.0%. As a reaction SMILES: [OH:1][CH2:2][CH2:3][NH:4][C:5]1[CH:14]=[CH:13][CH:12]=[CH:11][C:6]=1[C:7]([O:9]C)=O.C(O)(=O)C.[O-:19][C:20]#[N:21].[K+]>O>[OH:1][CH2:2][CH2:3][N:4]1[C:5]2[C:6](=[CH:11][CH:12]=[CH:13][CH:14]=2)[C:7](=[O:9])[NH:21][C:20]1=[O:19] |f:2.3|. Procedure: To a stirred mixture of 10 parts of methyl 2-[(2-hydroxyethyl)amino]benzoate and 100 parts of acetic acid is added dropwise a solution of 4.5 parts of potassium cyanate in 25 parts of water. Upon completion, stirring at room temperature is continued overnight. The reaction mixture is evaporated. The solid residue is stirred with water. The product is filtered off, washed with water and ethanol, and dried, yielding 5 parts (48%) of 1-(2-hydroxyethyl)-2,4(1H,3H)-quinazolinedione; mp. 273.6° C. The reactants are Cc1ccc(S(=O)(=O)O)cc1, CC1CCC(N2CC(F)(F)C(=O)N(C)c3cnc(Cl)nc32)C1, COc1cc(C(=O)O)ccc1N, C1COCCO1, O. The product is COc1cc(C(=O)O)ccc1Nc1ncc2c(n1)N(C1CCC(C)C1)CC(F)(F)C(=O)N2C. As a reaction SMILES: [CH3:36][c:37]1[cH:38][cH:39][c:40]([S:41]([OH:42])(=[O:43])=[O:44])[cH:45][cH:46]1.[Cl:1][c:2]1[n:3][cH:4][c:5]2[c:6]([n:22]1)[N:7]([CH:16]1[CH2:17][CH:18]([CH3:21])[CH2:19][CH2:20]1)[CH2:8][C:9]([F:14])([F:15])[C:10](=[O:13])[N:11]2[CH3:12].[NH2:23][c:24]1[c:25]([O:33][CH3:34])[cH:26][c:27]([C:28](=[O:29])[OH:30])[cH:31][cH:32]1.[O:47]1[CH2:48][CH2:49][O:50][CH2:51][CH2:52]1.[OH2:35]>>[c:2]1([NH:23][c:24]2[c:25]([O:33][CH3:34])[cH:26][c:27]([C:28](=[O:29])[OH:30])[cH:31][cH:32]2)[n:3][cH:4][c:5]2[c:6]([n:22]1)[N:7]([CH:16]1[CH2:17][CH:18]([CH3:21])[CH2:19][CH2:20]1)[CH2:8][C:9]([F:14])([F:15])[C:10](=[O:13])[N:11]2[CH3:12].